From a dataset of the Open Reaction Database (ORD), a public repository of structured organic reaction records. describe an organic reaction: reactants, conditions, products, and yield Reactants: ClC1=CC=C(C=C1)C=1N=CC=C2C1NC(=C2)C (7-(4-chlorophenyl)-2-methyl-1H-pyrrolo[2,3-c]pyridine), CNC (dimethylamine), C(C)(=O)O (acetic acid), C=O (formaldehyde). Solvent: C(C)O (ethanol). Product: ClC1=CC=C(C=C1)C=1N=CC=C2C1NC(=C2COCC)C (7-(4-chlorophenyl)-3-ethoxymethyl-2-methyl-1H-pyrrolo[2,3-c]pyridine). As a reaction SMILES: [Cl:1][C:2]1[CH:7]=[CH:6][C:5]([C:8]2[N:9]=[CH:10][CH:11]=[C:12]3[CH:16]=[C:15]([CH3:17])[NH:14][C:13]=23)=[CH:4][CH:3]=1.CNC.[C:21]([OH:24])(=O)[CH3:22].[CH2:25]=O>C(O)C>[Cl:1][C:2]1[CH:3]=[CH:4][C:5]([C:8]2[N:9]=[CH:10][CH:11]=[C:12]3[C:16]([CH2:25][O:24][CH2:21][CH3:22])=[C:15]([CH3:17])[NH:14][C:13]=23)=[CH:6][CH:7]=1. Reported procedure: A solution of 7-(4-chlorophenyl)-2-methyl-1H-pyrrolo[2,3-c]pyridine (170 mg, 0.07 mmol) prepared in Example 463, dimethylamine (2.0M tetrahydrofuran solution; 375 μl, 0.75 mmol), acetic acid (0.36 ml) and formaldehyde (0.68 ml) in ethanol (10 ml) was refluxed for 60 hours. The reaction mixture was concentrated under reduced pressure. The resulting residue was diluted with a sodium hydroxide solution and then extracted with ethyl acetate. The organic layer was dried on anhydrous magnesium sulfate... Reactants: ClC=1C=CC2=C(NC(C(=C(C2=O)I)OC)=O)C1 (8-chloro-4-iodo-3-methoxy-2,5-dioxo-2,5-dihydro-1H-benz-[b]azepine), C(CCC)[Sn](C=1OC=CC1)(CCCC)CCCC (2-tributylstannylfuran). The reagents and catalysts are C=1C=CC(=CC1)/C=C/C(=O)/C=C/C2=CC=CC=C2.C=1C=CC(=CC1)/C=C/C(=O)/C=C/C2=CC=CC=C2.C=1C=CC(=CC1)/C=C/C(=O)/C=C/C2=CC=CC=C2.[Pd].[Pd] (tris(dibenzylideneacetone)dipalladium), O1C(=CC=C1)P(C=1OC=CC1)C=1OC=CC1 (tri(2-furyl)phosphine). The solvent is C1(=CC=CC=C1)C (toluene). Run at time 10 minute. Product: ClC=1C=CC2=C(NC(C(=C(C2=O)C=2OC=CC2)O)=O)C1 (8-Chloro-4-furan-2-yl-3-hydroxy-1H-benzo(b)azepine-2,5-dione). The yield is 55.2%. Reaction SMILES: [Cl:1][C:2]1[CH:3]=[CH:4][C:5]2[C:11](=[O:12])[C:10](I)=[C:9]([O:14]C)[C:8](=[O:16])[NH:7][C:6]=2[CH:17]=1.C([Sn](CCCC)(CCCC)[C:23]1[O:24][CH:25]=[CH:26][CH:27]=1)CCC>C1(C)C=CC=CC=1.C1C=CC(/C=C/C(/C=C/C2C=CC=CC=2)=O)=CC=1.C1C=CC(/C=C/C(/C=C/C2C=CC=CC=2)=O)=CC=1.C1C=CC(/C=C/C(/C=C/C2C=CC=CC=2)=O)=CC=1.[Pd].[Pd].O1C=CC=C1P(C1OC=CC=1)C1OC=CC=1>[Cl:1][C:2]1[CH:3]=[CH:4][C:5]2[C:11](=[O:12])[C:10]([C:23]3[O:24][CH:25]=[CH:26][CH:27]=3)=[C:9]([OH:14])[C:8](=[O:16])[NH:7][C:6]=2[CH:17]=1 |f:3.4.5.6.7|. Reported procedure: A solution of tri(2-furyl)phosphine (0.026 g) and tris(dibenzylideneacetone)dipalladium (O) (0.026 g) in toluene (50 mL) was allowed to stir for 10 minutes. To this solution was added 8-chloro-4-iodo-3-methoxy-2,5-dioxo-2,5-dihydro-1H-benz-[b]azepine (1.0 g), followed by 2-tributylstannylfuran (1.2 g). The reaction was heated to reflux for 0.5 hour, was allowed to cool, and the toluene was evaporated. The residue was triturated with hot hexanes (75 mL). The isolated solid was recrystallized from... The reactants are S1C2=C(C=C1B(O)O)C=CC=C2 (benzo[b]thiophene-2-boronic acid), BrC1=CC=C(C=C1)OC (4-bromoanisole). Yields the product COC1=CC=C(C=C1)C1=CC2=C(S1)C=CC=C2 (2-(4-Methoxyphenyl)benzo[b]thiophene). The yield is 91.0%. RXN SMILES: [S:1]1[C:5](B(O)O)=[CH:4][C:3]2[CH:9]=[CH:10][CH:11]=[CH:12][C:2]1=2.Br[C:14]1[CH:19]=[CH:18][C:17]([O:20][CH3:21])=[CH:16][CH:15]=1>>[CH3:21][O:20][C:17]1[CH:18]=[CH:19][C:14]([C:5]2[S:1][C:2]3[CH:12]=[CH:11][CH:10]=[CH:9][C:3]=3[CH:4]=2)=[CH:15][CH:16]=1. Reported procedure: The title compound was prepared in 91% yield from benzo[b]thiophene-2-boronic acid and 4-bromoanisole by using a coupling procedure similar to that described below in Example 14-A. RXN SMILES: [C:19](=[O:20])([O-:21])[OH:22].[Na+:23].[O:1]1[CH:2]([CH2:6][n:7]2[c:8](=[O:18])[cH:9][cH:10][c:11]3[cH:12][c:13]([Br:17])[cH:14][cH:15][c:16]23)[O:5][CH2:4][CH2:3]1.[OH:24][C:25]([C:26]([F:27])([F:28])[F:29])=[O:30]>>[O:1]=[CH:2][CH2:6][n:7]1[c:8](=[O:18])[cH:9][cH:10][c:11]2[cH:12][c:13]([Br:17])[cH:14][cH:15][c:16]12. Reactants: O=C([O-])O, [Na+], O=c1ccc2cc(Br)ccc2n1CC1OCCO1, O=C(O)C(F)(F)F. Product: O=CCn1c(=O)ccc2cc(Br)ccc21. Reactants: C1CCOC1, CC(C)(NC(=O)CCCl)c1ccc(Cl)cc1, [H-], [Na+], c1c[nH]cn1. The product is CC(C)(NC(=O)CCn1ccnc1)c1ccc(Cl)cc1. RXN SMILES: [CH2:24]1[O:25][CH2:26][CH2:27][CH2:28]1.[Cl:8][CH2:9][CH2:10][C:11](=[O:12])[NH:13][C:14]([CH3:15])([CH3:16])[c:17]1[cH:18][cH:19][c:20]([Cl:23])[cH:21][cH:22]1.[H-:6].[Na+:7].[nH:1]1[cH:2][n:3][cH:4][cH:5]1>>[n:1]1([CH2:9][CH2:10][C:11](=[O:12])[NH:13][C:14]([CH3:15])([CH3:16])[c:17]2[cH:18][cH:19][c:20]([Cl:23])[cH:21][cH:22]2)[cH:2][n:3][cH:4][cH:5]1. Reactants: N1C=NC=C1 (imidazole), C(C=C)(=O)N (acrylamide), N12CCCN=CC2CCCC1 (1,5-diazabicyclo[5.4.0]undec-5-ene). Run in C(C)#N (acetonitrile). Run at temperature 80 celsius. The product is C(N)(=O)CCN1C=NC=C1 (N-2-carbamoylethylimidazole). As a reaction SMILES: [NH:1]1[CH:5]=[CH:4][N:3]=[CH:2]1.[C:6]([NH2:10])(=[O:9])[CH:7]=[CH2:8].N12CCCCC1C=NCCC2>C(#N)C>[C:6]([CH2:7][CH2:8][N:1]1[CH:5]=[CH:4][N:3]=[CH:2]1)(=[O:9])[NH2:10]. Reported procedure: A stirred mixture of 3.4 g (49.9 mmoles) of imidazole, 3.55 g (49.9 mmoles) of acrylamide, and 7.6 g (49.9 mmoles) of 1,5-diazabicyclo[5.4.0]undec-5-ene (DBu) in 100 mL of sieve dried acetonitrile was heated at 80° C. under nitrogen for 2.0 hours. The mixture was let cool, where upon the product crystallized out of the solution.